This data is from the Open Reaction Database (ORD), a public repository of structured organic reaction records. The task is: describe an organic reaction: reactants, conditions, products, and yield The reactants are COCCOC1=C(C=CC=C1)S(=O)(=O)NC(=O)NC (N-(2-methoxyethoxy-phenylsulfonyl)-N'-methylurea). Solvent: ClC1=CC=CC=C1 (chlorobenzene). Product: COCCOC1=C(C=CC=C1)S(=O)(=O)N=C=O (2-methoxyethoxy-phenylsulfonyl-isocyanate). Isolated yield 99.1%. RXN SMILES: [CH3:1][O:2][CH2:3][CH2:4][O:5][C:6]1[CH:11]=[CH:10][CH:9]=[CH:8][C:7]=1[S:12]([NH:15][C:16](NC)=[O:17])(=[O:14])=[O:13]>ClC1C=CC=CC=1>[CH3:1][O:2][CH2:3][CH2:4][O:5][C:6]1[CH:11]=[CH:10][CH:9]=[CH:8][C:7]=1[S:12]([N:15]=[C:16]=[O:17])(=[O:14])=[O:13]. Reported procedure: 13.0 g of N-(2-methoxyethoxy-phenylsulfonyl)-N'-methylurea are suspended in 200 ml of chlorobenzene. The solution is dried by azeotropic destillation of about 20 ml of the solvent. 7.0 g of phosgen are introduced into the solution within 45 minutes at a temperature of the reaction mixture to dryness yields 11.5 g of 2-methoxyethoxy-phenylsulfonyl-isocyanate in form of a yellowish oil. Reactants: FC1=CC=C(C=C1)C=1OC(=C(N1)CCO)C (2-[2-(4-fluoro-phenyl)-5-methyl-oxazol-4-yl]-ethanol), C1(=CC=CC=C1)P(C1=CC=CC=C1)C1=CC=CC=C1 (triphenylphosphine), N(=NC(=O)OCC)C(=O)OCC (DEAD), COC(C(CC1=CC=C(C2=C1SC=C2)O)OCC)=O ([rac]-2-ethoxy-3-(4-hydroxy-benzo[b]thiophen-7-yl)-propionic acid methyl ester). Product: COC(C(CC1=CC=C(C2=C1SC=C2)OCCC=2N=C(OC2C)C2=CC=C(C=C2)F)OCC)=O ([rac]-2-ethoxy-3-(4-{2-[2-(4-fluoro-phenyl)-5-methyl-oxazol-4-yl]-ethoxy}-benzo[b]thiophen-7-yl)-propionic acid methyl ester). RXN SMILES: [CH3:1][O:2][C:3](=[O:19])[CH:4]([O:16][CH2:17][CH3:18])[CH2:5][C:6]1[C:11]2[S:12][CH:13]=[CH:14][C:10]=2[C:9]([OH:15])=[CH:8][CH:7]=1.[F:20][C:21]1[CH:26]=[CH:25][C:24]([C:27]2[O:28][C:29]([CH3:35])=[C:30]([CH2:32][CH2:33]O)[N:31]=2)=[CH:23][CH:22]=1.C1(P(C2C=CC=CC=2)C2C=CC=CC=2)C=CC=CC=1.N(C(OCC)=O)=NC(OCC)=O>>[CH3:1][O:2][C:3](=[O:19])[CH:4]([O:16][CH2:17][CH3:18])[CH2:5][C:6]1[C:11]2[S:12][CH:13]=[CH:14][C:10]=2[C:9]([O:15][CH2:33][CH2:32][C:30]2[N:31]=[C:27]([C:24]3[CH:25]=[CH:26][C:21]([F:20])=[CH:22][CH:23]=3)[O:28][C:29]=2[CH3:35])=[CH:8][CH:7]=1. Procedure: In analogy to the procedure described in example 17 a], [rac]-2-ethoxy-3-(4-hydroxy-benzo[b]thiophen-7-yl)-propionic acid methyl ester was reacted with 2-[2-(4-fluoro-phenyl)-5-methyl-oxazol-4-yl]-ethanol [J. Med. Chem. (1998), 41(25), 5037-5054] in the presence of triphenylphosphine and DEAD (diethyl azodicarboxylate) to yield [rac]-2-ethoxy-3-(4-{2-[2-(4-fluoro-phenyl)-5-methyl-oxazol-4-yl]-ethoxy}-benzo[b]thiophen-7-yl)-propionic acid methyl ester, which was further saponified in analogy to t... Reactants: ClC1=NC(=CC=C1C12CCCN2CCC1)Cl (7a-(2,6-dichloro-3-pyridinyl)-hexahydro-1H-pyrrolizine), Cl (HCl). Run in CCOCC (Et2O), CCOCC (Et2O). Product: Cl.ClC1=NC(=CC=C1C12CCCN2CCC1)Cl (7a-(2,6-dichloro-3-pyridinyl)-hexahydro-1H-pyrrolizine hydrochloride salt). Yield: 101.0%. RXN SMILES: [Cl:1][C:2]1[C:7]([C:8]23[CH2:15][CH2:14][CH2:13][N:12]2[CH2:11][CH2:10][CH2:9]3)=[CH:6][CH:5]=[C:4]([Cl:16])[N:3]=1.Cl>CCOCC>[ClH:1].[Cl:1][C:2]1[C:7]([C:8]23[CH2:9][CH2:10][CH2:11][N:12]2[CH2:13][CH2:14][CH2:15]3)=[CH:6][CH:5]=[C:4]([Cl:16])[N:3]=1 |f:3.4|. Procedure: 7a-(2,6-dichloro-3-pyridinyl)-hexahydro-1H-pyrrolizine (from step 11a, 62 mg, 0.24 mmol) was dissolved in Et2O, and Et2O saturated with HCl (g) was added. The solvent was removed, and the precipitate was triturated with Et2O to give a white solid (35.6 mg). mp 212°-214° C. 1H NMR D2O, 300 MHz) δ2.02-2.18 (m, 2H), 2.28-2.41 (m, 2H), 2.52-2.64 (m, 2H), 2.72-2.83 (m, 2H), 3.41-3.50 (m, 2H), 3.92-4.02 (m, 2H), 7.60 (d, J=8.5 Hz, 1H), 8.00 (d, J=8.5 Hz, 1H); MS (ClfNH3) m/z: 257/259 (M+H)+. Anal. Cal... The reactants are C([O-])([O-])=O.[K+].[K+] (potassium carbonate), Cl.CON (O-methylhydroxylamine hydrochloric acid salt), Cl.N1=C(C=CC=C1)CCl (picolinyl chloride hydrochloric acid salt). Run in O (water), O (water). Conditions: time 4 hour. Yields the product CON=C(O)C1=NC=CC=C1 (N-methoxypyridine-2-carboximidic acid). The yield is 69.0%. As a reaction SMILES: Cl.[CH3:2][O:3][NH2:4].[C:5](=[O:8])([O-])[O-].[K+].[K+].Cl.[N:12]1[CH:17]=[CH:16][CH:15]=[CH:14][C:13]=1CCl>O>[CH3:2][O:3][N:4]=[C:5]([C:13]1[CH:14]=[CH:15][CH:16]=[CH:17][N:12]=1)[OH:8] |f:0.1,2.3.4,5.6|. Procedure: 6.8 g (0.08 mol) of an O-methylhydroxylamine hydrochloric acid salt was dissolved in 20 ml of water, and 22.4 g (0.16 mole) of potassium carbonate dissolved in 20 ml of water was dropwise added thereto at 0° C. 14.2 g (0.08 mol) of a picolinyl chloride hydrochloric acid salt was further added thereto, and the resulting solution was stirred at 0° to 10° C. for 4 hours. The reaction product thus obtained was extracted with methylene chloride several times. The organic phase was dried over anhydrou...